describe an organic reaction: reactants, conditions, products, and yield From a dataset of the Open Reaction Database (ORD), a public repository of structured organic reaction records. Reactants: C(C)(C)[Mg]Cl (isopropyl magnesium chloride), C(CC(=O)[O-])(=O)OCC (mono-ethyl malonate), BrC=1C(=CC(=NC1)NC=1SC=C(N1)CCC1=CC=CC=C1)CC(=O)O (2-(5-bromo-2-(4-phenethylthiazol-2-ylamino)pyridin-4-yl)acetic acid), C(=O)(C=1NC=CN1)C=1NC=CN1 (carbonyl diimidazole). The solvent is C1CCOC1 (THF), C1CCOC1 (THF). Reaction conditions: temperature 50 celsius, time 30 minute. The product is BrC=1C(=CC(=NC1)NC=1SC=C(N1)CCC1=CC=CC=C1)CC(CC(=O)OCC)=O (ethyl 4-(5-bromo-2-(4-phenethylthiazol-2-ylamino)pyridin-4-yl)-3-oxobutanoate). The yield is 50.1%. As a reaction SMILES: [Br:1][C:2]1[C:3]([CH2:22][C:23]([OH:25])=O)=[CH:4][C:5]([NH:8][C:9]2[S:10][CH:11]=[C:12]([CH2:14][CH2:15][C:16]3[CH:21]=[CH:20][CH:19]=[CH:18][CH:17]=3)[N:13]=2)=[N:6][CH:7]=1.C(C1NC=CN=1)(C1NC=CN=1)=O.[C:38]([O:44][CH2:45][CH3:46])(=[O:43])[CH2:39]C([O-])=O.C([Mg]Cl)(C)C>C1COCC1>[Br:1][C:2]1[C:3]([CH2:22][C:23](=[O:25])[CH2:39][C:38]([O:44][CH2:45][CH3:46])=[O:43])=[CH:4][C:5]([NH:8][C:9]2[S:10][CH:11]=[C:12]([CH2:14][CH2:15][C:16]3[CH:17]=[CH:18][CH:19]=[CH:20][CH:21]=3)[N:13]=2)=[N:6][CH:7]=1. Procedure: A flask was charged with 2-(5-bromo-2-(4-phenethylthiazol-2-ylamino)pyridin-4-yl)acetic acid (0.576 g, 1.377 mmol) and THF (20 mL), and carbonyl diimidazole (0.3014 g, 1.859 mmol) was added. The mixture was heated at 50° C. for 2 hours. In a separate 50 mL scintillation vial, mono-ethyl malonate (0.2845 ml, 2.410 mmol) was dissolved in THF (15 mL) and cooled to 0° C., and isopropyl magnesium chloride (2.410 mL, 4.819 mmol) was added. This second mixture was stirred at ambient temperature for 30 ... The reactants are CC1(C)C=Cc2ccc(C(=O)NOC(C)(C)C)cc2N1, CCOC(C)=O, [H][H]. Yields the product CC1(C)CCc2ccc(C(=O)NOC(C)(C)C)cc2N1. As a reaction SMILES: [C:1]([CH3:2])([CH3:3])([CH3:4])[O:5][NH:6][C:7](=[O:8])[c:9]1[cH:10][cH:11][c:12]2[c:17]([cH:18]1)[NH:16][C:15]([CH3:19])([CH3:20])[CH:14]=[CH:13]2.[CH3:23][CH2:24][O:25][C:26](=[O:27])[CH3:28].[H:21][H:22]>>[C:1]([CH3:2])([CH3:3])([CH3:4])[O:5][NH:6][C:7](=[O:8])[c:9]1[cH:10][cH:11][c:12]2[c:17]([cH:18]1)[NH:16][C:15]([CH3:19])([CH3:20])[CH2:14][CH2:13]2.